Dataset: the Open Reaction Database (ORD), a public repository of structured organic reaction records. Task: describe an organic reaction: reactants, conditions, products, and yield The reactants are BrCC1=CC=C(C(=O)OC)C=C1 (Methyl 4-(bromomethyl)benzoate), BrCC(=O)C1=CC=CC=C1 (2-bromo-1-phenylethanone), N1=C(C=CC=C1)CCNC(=S)N (N-(2-pyridin-2-ylethyl)thiourea), O.O.O.O.O.O.O.O.O.O.[O-]S(=O)(=O)[O-].[Na+].[Na+] (sodium sulfate 10 hydrate), P(=O)(O)(O)[O-].[Na+] (sodium dihydrogenphosphate), [H-].[Na+] (Sodium hydride), [H-].[Al+3].[Li+].[H-].[H-].[H-] (lithium aluminum hydride). Solvent: O1CCCC1 (tetrahydrofuran), CN(C=O)C (N,N-dimethylformamide). Reaction conditions: time 1 hour. Product: C1(=CC=CC=C1)C=1N=C(SC1)N(CCC1=NC=CC=C1)CC1=CC=C(C=C1)CO ((4-{[(4-phenyl-1,3-thiazol-2-yl)(2-pyridin-2-ylethyl)amino]methyl}phenyl)methanol). Isolated yield 44.6%. Reaction SMILES: Br[CH2:2][C:3]([C:5]1[CH:10]=[CH:9][CH:8]=[CH:7][CH:6]=1)=O.[N:11]1[CH:16]=[CH:15][CH:14]=[CH:13][C:12]=1[CH2:17][CH2:18][NH:19][C:20]([NH2:22])=[S:21].[H-].[Na+].Br[CH2:26][C:27]1[CH:36]=[CH:35][C:30]([C:31]([O:33]C)=O)=[CH:29][CH:28]=1.P([O-])(O)(O)=O.[Na+].[H-].[Al+3].[Li+].[H-].[H-].[H-].O.O.O.O.O.O.O.O.O.O.[O-]S([O-])(=O)=O.[Na+].[Na+]>O1CCCC1.CN(C)C=O>[C:5]1([C:3]2[N:22]=[C:20]([N:19]([CH2:26][C:27]3[CH:28]=[CH:29][C:30]([CH2:31][OH:33])=[CH:35][CH:36]=3)[CH2:18][CH2:17][C:12]3[CH:13]=[CH:14][CH:15]=[CH:16][N:11]=3)[S:21][CH:2]=2)[CH:10]=[CH:9][CH:8]=[CH:7][CH:6]=1 |f:2.3,5.6,7.8.9.10.11.12,13.14.15.16.17.18.19.20.21.22.23.24.25|. Reported procedure: A mixture of 2-bromo-1-phenylethanone (1.0 g), N-(2-pyridin-2-ylethyl)thiourea (0.90 g) and N,N-dimethylformamide (5 mL) was stirred at room temperature for 1 hr. Sodium hydride (60% in oil, 400 mg) was added to the reaction mixture and the mixture was further stirred at room temperature for 1 hr. Methyl 4-(bromomethyl)benzoate (1.15 g) was added to the reaction mixture under ice-cooling, and the mixture was allowed to warm to room temperature and further stirred for 1 hr. The reaction mixture w... Reactants: CN(C)C=O, Fc1ccc(C2=NOC(Cn3ccnn3)C2)cc1F, [H-], [Na+], c1cn[nH]c1. Yields the product Fc1cc(C2=NOC(Cn3ccnn3)C2)ccc1-n1cccn1. RXN SMILES: [CH3:27][N:28]([CH3:29])[CH:30]=[O:31].[F:8][c:9]1[cH:10][c:11]([C:16]2=[N:17][O:18][CH:19]([CH2:21][n:22]3[n:23][n:24][cH:25][cH:26]3)[CH2:20]2)[cH:12][cH:13][c:14]1[F:15].[H-:1].[Na+:2].[nH:3]1[n:4][cH:5][cH:6][cH:7]1>>[n:3]1(-[c:14]2[c:9]([F:8])[cH:10][c:11]([C:16]3=[N:17][O:18][CH:19]([CH2:21][n:22]4[n:23][n:24][cH:25][cH:26]4)[CH2:20]3)[cH:12][cH:13]2)[n:4][cH:5][cH:6][cH:7]1. Starting materials: solution, C(CCC)[Li] (n-butyl lithium), hexanes, IC (iodomethane), CC1=CC(NC2=CC=CC=C12)=O (4-methylquinolin-2(1H)-one). The solvent is O1CCCC1 (tetrahydrofuran). Run at time 0.5 hour. The product is C(C)C1=CC(NC2=CC=CC=C12)=O (4-ethylquinolin-2(1H)-one). Reaction SMILES: [CH3:1][C:2]1[C:11]2[C:6](=[CH:7][CH:8]=[CH:9][CH:10]=2)[NH:5][C:4](=[O:12])[CH:3]=1.[CH2:13]([Li])CCC.IC>O1CCCC1>[CH2:1]([C:2]1[C:11]2[C:6](=[CH:7][CH:8]=[CH:9][CH:10]=2)[NH:5][C:4](=[O:12])[CH:3]=1)[CH3:13]. Procedure: To a suspension of 4-methylquinolin-2(1H)-one (5 g, 31 mmol) in anhydrous tetrahydrofuran (100 mL) under a nitrogen atmosphere cooled in an acetone/dry ice bath was added dropwise by syringe a 1.6N solution of n-butyl lithium in hexanes (49 mL, 78 mol). The resulting solution was warmed to r.t. for 2 h at which time iodomethane (3 mL, 47 mmol) was added by syringe. The reaction mixture was stirred at r.t. for 0.5 h then cooled in an ice bath. The reaction mixture was quenched by the addition of ...